From a dataset of the Open Reaction Database (ORD), a public repository of structured organic reaction records. describe an organic reaction: reactants, conditions, products, and yield Starting materials: N([C@@H](CSC(C1=CC=CC=C1)(C1=CC=CC=C1)C1=CC=CC=C1)C(=O)N[C@@H](CSC(C1=CC=CC=C1)(C1=CC=CC=C1)C1=CC=CC=C1)C(=O)N[C@@H]([C@H](OC(C)(C)C)C)C(=O)N[C@@H](COC(C)(C)C)C(=O)O)C(=O)OC(C)(C)C1=CC(OC)=CC(OC)=C1 (Ddz-Cys(Trt)-Cys(Trt)-Thr(But)-Ser(But)-OH), FC(C(=O)O)(F)F (trifluoroacetic acid), O (water). The solvent is C(C)S (ethylmercaptan). Conditions: time 4 hour. Product: N[C@@H](CS)C(=O)N[C@@H](CS)C(=O)N[C@@H]([C@H](O)C)C(=O)N[C@@H](CO)C(=O)O.FC(F)(F)C(=O)O (H-Cys-Cys-Thr-Ser-OH trifluoroacetate). As a reaction SMILES: [NH:1](C(OC(C1C=C(OC)C=C(OC)C=1)(C)C)=O)[C@H:2]([C:24]([NH:26][C@H:27]([C:49]([NH:51][C@H:52]([C:60]([NH:62][C@H:63]([C:70]([OH:72])=[O:71])[CH2:64][O:65]C(C)(C)C)=[O:61])[C@@H:53]([CH3:59])[O:54]C(C)(C)C)=[O:50])[CH2:28][S:29]C(C1C=CC=CC=1)(C1C=CC=CC=1)C1C=CC=CC=1)=[O:25])[CH2:3][S:4]C(C1C=CC=CC=1)(C1C=CC=CC=1)C1C=CC=CC=1.O.[F:90][C:91]([F:96])([F:95])[C:92]([OH:94])=[O:93]>C(S)C>[NH2:1][C@H:2]([C:24]([NH:26][C@H:27]([C:49]([NH:51][C@H:52]([C:60]([NH:62][C@H:63]([C:70]([OH:72])=[O:71])[CH2:64][OH:65])=[O:61])[C@@H:53]([CH3:59])[OH:54])=[O:50])[CH2:28][SH:29])=[O:25])[CH2:3][SH:4].[F:90][C:91]([C:92]([OH:94])=[O:93])([F:96])[F:95] |f:4.5|. Procedure: 615.8 mg (0.5 mmole) of Ddz-Cys(Trt)-Cys(Trt)-Thr(But)-Ser(But)-OH are dissolved in a mixture of 2.5 ml of ethylmercaptan and 2.5 ml of trifluoroacetic acid. The reaction mixture is stirred for 4 hours at room temperature and is then poured into 50 ml of water. The aqueous phase is extracted three times with ether and is then freeze-dried. The reactants are Cn1c(CN2CCN(C(C(=O)OC(C)(C)C)C(C)(C)C)C2=O)nc2ccccc21, C1CCOC1, [Li+], [OH-], O, O. Product: Cn1c(CN2CCN(C(C(=O)O)C(C)(C)C)C2=O)nc2ccccc21. RXN SMILES: [C:1]([CH3:2])([CH3:3])([CH3:4])[O:5][C:6]([CH:7]([C:8]([CH3:9])([CH3:10])[CH3:11])[N:12]1[C:13](=[O:28])[N:14]([CH2:17][c:18]2[n:19][c:20]3[c:21]([n:22]2[CH3:23])[cH:24][cH:25][cH:26][cH:27]3)[CH2:15][CH2:16]1)=[O:29].[CH2:33]1[O:34][CH2:35][CH2:36][CH2:37]1.[Li+:32].[OH-:31].[OH2:30].[OH2:38]>>[O:5]=[C:6]([CH:7]([C:8]([CH3:9])([CH3:10])[CH3:11])[N:12]1[C:13](=[O:28])[N:14]([CH2:17][c:18]2[n:19][c:20]3[c:21]([n:22]2[CH3:23])[cH:24][cH:25][cH:26][cH:27]3)[CH2:15][CH2:16]1)[OH:29]. The reactants are C([O-])(O)=O.[Na+] (sodium bicarbonate), N1=CC=NC=2SC3=C(NC21)C=C(C=C3)CC(=S)N ((10H-pyrazino[2,3-b][1,4]benzothiazin-8-yl)thioacetamide), C(C)O (ethanol), Br.BrCC(=O)C1=NC=CC=C1 ((2-bromoacetyl)pyridine hydrobromide). The solvent is ClCCl (dichloromethane), CN(C=O)C (N,N-dimethylformamide). Run at temperature 65 celsius. Yields the product N1=C(C=CC=C1)C=1N=C(SC1)CC=1C=CC2=C(NC3=C(S2)N=CC=N3)C1 (8-[4-(2-Pyridyl)thiazol-2-ylmethyl]-10H-pyrazino[2,3-b][1,4]benzothiazine). Yield: 56.1%. RXN SMILES: [N:1]1[C:10]2[NH:9][C:8]3[CH:11]=[C:12]([CH2:15][C:16]([NH2:18])=[S:17])[CH:13]=[CH:14][C:7]=3[S:6][C:5]=2[N:4]=[CH:3][CH:2]=1.C(O)C.Br.Br[CH2:24][C:25]([C:27]1[CH:32]=[CH:31][CH:30]=[CH:29][N:28]=1)=O.C(=O)(O)[O-].[Na+]>ClCCl.CN(C)C=O>[N:28]1[CH:29]=[CH:30][CH:31]=[CH:32][C:27]=1[C:25]1[N:18]=[C:16]([CH2:15][C:12]2[CH:13]=[CH:14][C:7]3[S:6][C:5]4[N:4]=[CH:3][CH:2]=[N:1][C:10]=4[NH:9][C:8]=3[CH:11]=2)[S:17][CH:24]=1 |f:2.3,4.5|. Reported procedure: To a solution of 550 mg of (10H-pyrazino[2,3-b][1,4]benzothiazin-8-yl)thioacetamide in a solvent mixture of ethanol (10 ml) with N,N-dimethylformamide (10 ml) was added 560 mg of (2-bromoacetyl)pyridine hydrobromide and the resulting mixture was heated to 60 to 70° C. for 2 hours. Then the reaction mixture was brought back to room temperature and distributed into dichloromethane and an aqueous solution of sodium bicarbonate. After extracting the organic layer, the extract was washed with water a... Starting materials: N1=CC=CC=C1 (pyridine), HCl ice, C(C)(=O)OC(C)=O (acetic anhydride), C[C@@H](C/C=C/C(C)O)CCC=C(C)C ((2RS,3E,6R)-6,10-dimethyl-3,9-undecadien-2-ol). Conditions: temperature 0 celsius, time 2 hour. Yields the product C(C)(=O)OC(C)\C=C\C[C@@H](CCC=C(C)C)C ((2RS,3E,6R)-6,10-dimethyl-3,9-undecadien-2-ol acetate). Yield: 99.1%. RXN SMILES: N1C=CC=CC=1.[C:7]([O:10][C:11](=[O:13])[CH3:12])(=O)[CH3:8].[CH3:14][C@H:15]([CH2:22][CH2:23][CH:24]=[C:25]([CH3:27])[CH3:26])[CH2:16]/[CH:17]=[CH:18]/C(O)C>>[C:11]([O:10][CH:7](/[CH:18]=[CH:17]/[CH2:16][C@H:15]([CH3:14])[CH2:22][CH2:23][CH:24]=[C:25]([CH3:27])[CH3:26])[CH3:8])(=[O:13])[CH3:12]. Procedure: A flame-dried, 250 mL, three-necked flask containing a magnetic stirring bar was charged under argon with 7.9 g (8.1 mL, 0.10 mol) of dry pyridine. After cooling in an ice-bath, 10.2 g (9.4 mL, 0.10 mol) of acetic anhydride and then 10.0 g (0.051 mol) of (2RS,3E,6R)-6,10-dimethyl-3,9-undecadien-2-ol were added dropwise, and the reaction was stirred for 2 hours at 0° C. and then overnight at 20° C. The reaction mixture was poured onto 2N HCl/ice and extracted with 2×200 mL of ether. The combined ... Reactants: CCCCn1c(=O)c2cc(C(=O)OCC)cn2c2cc(Cl)c(Cl)cc21, CCO, O. Product: CCCCn1c(=O)c2cc(C(=O)O)cn2c2cc(Cl)c(Cl)cc21. RXN SMILES: [CH2:1]([CH2:2][CH2:3][CH3:4])[n:5]1[c:6](=[O:25])[c:7]2[n:8]([c:9]3[cH:10][c:11]([Cl:16])[c:12]([Cl:15])[cH:13][c:14]13)[cH:17][c:18]([C:20](=[O:21])[O:22][CH2:23][CH3:24])[cH:19]2.[CH2:27]([OH:28])[CH3:29].[OH2:26]>>[CH2:1]([CH2:2][CH2:3][CH3:4])[n:5]1[c:6](=[O:25])[c:7]2[n:8]([c:9]3[cH:10][c:11]([Cl:16])[c:12]([Cl:15])[cH:13][c:14]13)[cH:17][c:18]([C:20](=[O:21])[OH:22])[cH:19]2. The solvent is C1CCOC1 (THF). Procedure details: A mixture of tert-butyl 3-bromomethyl-4-fluorobenzoate (14 g, 48 mmol) and 2,2,2-trifluoroethylamine (25 g, 250 mmol) in THF (300 mL) was stirred under argon at RT for 4 d, concentrated, and the residue partitioned between Et2O and 10% K2CO3. The organic phase was washed with 10% K2CO3 and brine, dried, and concentrated. The residue was purified by chromatography (silica gel, step gradient, 0-8% ethyl acetate/hexane) to give the title compound as a pale yellow oil (10.7, 72%): MS (ES) m/e 308.3[... Run at time 4 day. The reactants are BrCC=1C=C(C(=O)OC(C)(C)C)C=CC1F (tert-butyl 3-bromomethyl-4-fluorobenzoate), FC(CN)(F)F (2,2,2-trifluoroethylamine). Reaction SMILES: Br[CH2:2][C:3]1[CH:4]=[C:5]([CH:13]=[CH:14][C:15]=1[F:16])[C:6]([O:8][C:9]([CH3:12])([CH3:11])[CH3:10])=[O:7].[F:17][C:18]([F:22])([F:21])[CH2:19][NH2:20]>C1COCC1>[F:16][C:15]1[CH:14]=[CH:13][C:5]([C:6]([O:8][C:9]([CH3:12])([CH3:11])[CH3:10])=[O:7])=[CH:4][C:3]=1[CH2:2][NH:20][CH2:19][C:18]([F:22])([F:21])[F:17]. Isolated yield 72.0%. Yields the product FC1=C(C=C(C(=O)OC(C)(C)C)C=C1)CNCC(F)(F)F (tert-Butyl 4-fluoro-3-[(2,2,2-trifluoroethyl)aminomethyl]benzoate). Starting materials: FC(C=1C=C(C=C(C1)C(F)(F)F)[C@@H]1[C@@H](N(C(O1)=O)CC1=C(C=CC(=C1)C(F)(F)F)CO)C)(F)F ((4S,5R)-5-[3,5-bis(trifluoromethyl)phenyl]-3-[2-(hydroxymethyl)-5-(trifluoromethyl)benzyl]-4-methyl-1,3-oxazolidin-2-one), C(Br)(Br)(Br)Br (CBr4), C1=CC=C(C=C1)P(C2=CC=CC=C2)C3=CC=CC=C3 (PPh3). Run in C(Cl)Cl (CH2Cl2), C(Cl)Cl (CH2Cl2). Run at time 90 minute. The product is FC(C=1C=C(C=C(C1)C(F)(F)F)[C@@H]1[C@@H](N(C(O1)=O)CC1=C(C=CC(=C1)C(F)(F)F)CBr)C)(F)F ((4S,5R)-5-[3,5-bis(trifluoromethyl)phenyl]-3-[2-(bromomethyl)-5-(trifluoromethyl)benzyl]-4-methyl-1,3-oxazolidin-2-one). Reaction SMILES: [F:1][C:2]([F:34])([F:33])[C:3]1[CH:4]=[C:5]([C@H:13]2[O:17][C:16](=[O:18])[N:15]([CH2:19][C:20]3[CH:25]=[C:24]([C:26]([F:29])([F:28])[F:27])[CH:23]=[CH:22][C:21]=3[CH2:30]O)[C@H:14]2[CH3:32])[CH:6]=[C:7]([C:9]([F:12])([F:11])[F:10])[CH:8]=1.C(Br)(Br)(Br)[Br:36].C1C=CC(P(C2C=CC=CC=2)C2C=CC=CC=2)=CC=1>C(Cl)Cl>[F:1][C:2]([F:34])([F:33])[C:3]1[CH:4]=[C:5]([C@H:13]2[O:17][C:16](=[O:18])[N:15]([CH2:19][C:20]3[CH:25]=[C:24]([C:26]([F:29])([F:28])[F:27])[CH:23]=[CH:22][C:21]=3[CH2:30][Br:36])[C@H:14]2[CH3:32])[CH:6]=[C:7]([C:9]([F:12])([F:11])[F:10])[CH:8]=1. Reported procedure: To a 0° C. solution of (4S,5R)-5-[3,5-bis(trifluoromethyl)phenyl]-3-[2-(hydroxymethyl)-5-(trifluoromethyl)benzyl]-4-methyl-1,3-oxazolidin-2-one (210 mg, 0.419 mmol) in CH2Cl2 (4 mL) was added CBr4 (292 mg, 0.880 mmol) and a solution of PPh3 (220 mg, 0.838 mmol) in CH2Cl2 (4 mL). The mixture was allowed to warm to room temperature, and, after 90 minutes had elapsed, it was concentrated on to silica gel. Purification of the residue by flash chromatography on silica gel (10 to 50% EtOAc/hexanes) af... Reaction conditions: time 1 hour. The yield is 82.7%. The solvent is C1(=CC=CC=C1)C (toluene). Product: FC1=C(C(=O)NC(=O)NC2=C(C=C(C=C2)SC(C(Cl)F)(F)F)F)C(=CC=C1)F (N-(2,6-difluorobenzoyl)-N'-[2-fluoro-4-(1,1,2-trifluoro-2-chloroethylthio)phenyl]urea). Procedure details: In 15 ml of toluene was dissolved 2.6 g of 2-fluoro-4-(1,1,2-trifluoro-2-chloroethylthio)aniline, and 1.8 g of 2,6-difluorobenzoylisocyanate was added dropwise to the solution at room temperature (20° to 25° C.). After the reaction was allowed to proceed at the same temperature for 1 hour, the crystals, which separated out, were recovered by filtration and washed wiht toluene to give 3.6 g of N-(2,6-difluorobenzoyl)-N'-[2-fluoro-4-(1,1,2-trifluoro-2-chloroethylthio)phenyl]urea (Compound No. 39),... Reactants: FC1=C(N)C=CC(=C1)SC(C(Cl)F)(F)F (2-fluoro-4-(1,1,2-trifluoro-2-chloroethylthio)aniline), FC1=C(C(=O)N=C=O)C(=CC=C1)F (2,6-difluorobenzoylisocyanate). As a reaction SMILES: [F:1][C:2]1[CH:8]=[C:7]([S:9][C:10]([F:15])([F:14])[CH:11]([F:13])[Cl:12])[CH:6]=[CH:5][C:3]=1[NH2:4].[F:16][C:17]1[CH:27]=[CH:26][CH:25]=[C:24]([F:28])[C:18]=1[C:19]([N:21]=[C:22]=[O:23])=[O:20]>C1(C)C=CC=CC=1>[F:16][C:17]1[CH:27]=[CH:26][CH:25]=[C:24]([F:28])[C:18]=1[C:19]([NH:21][C:22]([NH:4][C:3]1[CH:5]=[CH:6][C:7]([S:9][C:10]([F:15])([F:14])[CH:11]([F:13])[Cl:12])=[CH:8][C:2]=1[F:1])=[O:23])=[O:20]. Reactants: ClC1=CC(=C(C=N1)NC(OC(C)(C)C)=O)I (tert-butyl 6-chloro-4-iodopyridin-3-ylcarbamate), C(#C)C1CCC1 (ethynylcyclobutane). Reagents/catalysts: Cl[Pd]([P](C1=CC=CC=C1)(C2=CC=CC=C2)C3=CC=CC=C3)([P](C4=CC=CC=C4)(C5=CC=CC=C5)C6=CC=CC=C6)Cl (Pd(PPh3)2Cl2), [Cu]I (CuI). The solvent is CCN(CC)CC (Et3N), C1CCOC1 (THF), O (water). Conditions: temperature 25 celsius, time 16 hour. Yields the product ClC1=CC(=C(C=N1)NC(OC(C)(C)C)=O)C#CC1CCC1 (tert-butyl 6-chloro-4-(cyclobutylethynyl)pyridin-3-ylcarbamate). The yield is 60.0%. As a reaction SMILES: [Cl:1][C:2]1[N:7]=[CH:6][C:5]([NH:8][C:9](=[O:15])[O:10][C:11]([CH3:14])([CH3:13])[CH3:12])=[C:4](I)[CH:3]=1.[C:17]([CH:19]1[CH2:22][CH2:21][CH2:20]1)#[CH:18]>CCN(CC)CC.C1COCC1.O.Cl[Pd](Cl)([P](C1C=CC=CC=1)(C1C=CC=CC=1)C1C=CC=CC=1)[P](C1C=CC=CC=1)(C1C=CC=CC=1)C1C=CC=CC=1.[Cu]I>[Cl:1][C:2]1[N:7]=[CH:6][C:5]([NH:8][C:9](=[O:15])[O:10][C:11]([CH3:14])([CH3:13])[CH3:12])=[C:4]([C:18]#[C:17][CH:19]2[CH2:22][CH2:21][CH2:20]2)[CH:3]=1 |^1:38,57|. Procedure details: To the solution of tert-butyl 6-chloro-4-iodopyridin-3-ylcarbamate (7.0 g, 19.8 mmol) in Et3N (100 mL) was added the solution of ethynylcyclobutane in THF (prepared in step a), Pd(PPh3)2Cl2 (1.8 g, 2.1 mmol) and CuI (400 mg, 2.1 mmol). The reaction mixture was stirred at 25° C. for 16 h. The mixture was diluted with water and extracted with dichloromethane (3×100 mL). The extract was washed with brine, dried, concentrated in vacuo and purified by chromatography on silica gel (5-10% ethyl acetate...